Dataset: the Open Reaction Database (ORD), a public repository of structured organic reaction records. Task: describe an organic reaction: reactants, conditions, products, and yield The reactants are C1(CC1)C(CC(=O)OCC)C1=CC(=CC=C1)COC=1C=NC(=C(C1)CC(C)(C)C)OC (ethyl 3-cyclopropyl-3-(3-(((6-methoxy-5-neopentylpyridin-3-yl)oxy)methyl)phenyl)propanoate), [Cl-].[NH+]1=CC=CC=C1 (pyridinium chloride), Cl (hydrochloric acid). Solvent: CN(C)C=O (DMF). Conditions: temperature 100 celsius, time 3 hour. The product is C1(CC1)C(CC(=O)OCC)C1=CC(=CC=C1)COC=1C=NC(=C(C1)CC(C)(C)C)O (ethyl 3-cyclopropyl-3-(3-(((6-hydroxy-5-neopentylpyridin-3-yl)oxy)methyl)phenyl)propanoate). The yield is 8.0%. As a reaction SMILES: [CH:1]1([CH:4]([C:11]2[CH:16]=[CH:15][CH:14]=[C:13]([CH2:17][O:18][C:19]3[CH:20]=[N:21][C:22]([O:30]C)=[C:23]([CH2:25][C:26]([CH3:29])([CH3:28])[CH3:27])[CH:24]=3)[CH:12]=2)[CH2:5][C:6]([O:8][CH2:9][CH3:10])=[O:7])[CH2:3][CH2:2]1.[Cl-].[NH+]1C=CC=CC=1.Cl>CN(C=O)C>[CH:1]1([CH:4]([C:11]2[CH:16]=[CH:15][CH:14]=[C:13]([CH2:17][O:18][C:19]3[CH:20]=[N:21][C:22]([OH:30])=[C:23]([CH2:25][C:26]([CH3:29])([CH3:28])[CH3:27])[CH:24]=3)[CH:12]=2)[CH2:5][C:6]([O:8][CH2:9][CH3:10])=[O:7])[CH2:3][CH2:2]1 |f:1.2|. Procedure: To a solution of ethyl 3-cyclopropyl-3-(3-(((6-methoxy-5-neopentylpyridin-3-yl)oxy)methyl)phenyl)propanoate (2.86 g) in DMF (20 mL) was added pyridinium chloride (7.77 g), and the mixture was stirred at 100° C. for 3 hr. To the reaction mixture was added 1N hydrochloric acid (100 mL), and the mixture was extracted with ethyl acetate. The extract was washed with saturated brine, and dried over anhydrous magnesium sulfate. The solvent was evaporated under reduced pressure, and the obtained residue... Reactants: O (H2O), NC1=NOC2=C1C(=CC=C2)OCCBr (3-Amino-4-[(2-bromoethyl)oxy]-1,2-benzisoxazole), [H-].[Na+] (NaH), [H-].[Na+] (NaH), Cl (hydrochloric acid). The solvent is O1CCCC1 (tetrahydrofuran). Conditions: time 30 minute. Yields the product C1=CC=C2C=3C(N=CCO2)=NOC13 (4,5-dihydroisoxazolo[3,4,5-ef][1,4]benzoxazepine). Yield: 29.5%. As a reaction SMILES: [NH2:1][C:2]1[C:6]2[C:7]([O:11][CH2:12][CH2:13]Br)=[CH:8][CH:9]=[CH:10][C:5]=2[O:4][N:3]=1.[H-].[Na+].O.Cl>O1CCCC1>[CH:10]1[C:5]2[O:4][N:3]=[C:2]3[N:1]=[CH:13][CH2:12][O:11][C:7]([C:6]=23)=[CH:8][CH:9]=1 |f:1.2|. Reported procedure: 3-Amino-4-[(2-bromoethyl)oxy]-1,2-benzisoxazole of Example 7(a) (10.86 g, 0.0428 mole) was dissolved in 200 ml of tetrahydrofuran (THF) and 5.0 g of NaH (50% oil dispersion, 0.10 mole) was added. The reaction mixture was brought to reflux. After 30 minutes the reaction mixture was allowed to cool, an additional 1.0 g of NaH dispersion was added, and reflux was continued for 30 minutes. At the end of this time the reaction mixture was poured into H2O, acidified with concentrated hydrochloric acid...